Dataset: the Open Reaction Database (ORD), a public repository of structured organic reaction records. Task: describe an organic reaction: reactants, conditions, products, and yield Reactants: O (water), B.O1CCCC1 (borane tetrahydrofuran), C(C)(C)(C)OC(=O)N1CCC(CC1)C(=O)O (1-(tert-butoxycarbonyl)piperidine-4-carboxylic acid), C(O)([O-])=O.[Na+] (sodium hydrogencarbonate). The solvent is O1CCCC1 (tetrahydrofuran). Run at time 1 hour. The product is OCC1CCN(CC1)C(=O)OC(C)(C)C (tert-butyl 4-(hydroxymethyl)piperidine-1-carboxylate). The yield is 76.2%. As a reaction SMILES: B.O1CCCC1.[C:7]([O:11][C:12]([N:14]1[CH2:19][CH2:18][CH:17]([C:20](O)=[O:21])[CH2:16][CH2:15]1)=[O:13])([CH3:10])([CH3:9])[CH3:8].C(=O)([O-])O.[Na+].O>O1CCCC1>[OH:21][CH2:20][CH:17]1[CH2:18][CH2:19][N:14]([C:12]([O:11][C:7]([CH3:10])([CH3:9])[CH3:8])=[O:13])[CH2:15][CH2:16]1 |f:0.1,3.4|. Procedure details: A 1M-borane/tetrahydrofuran solution (4.36 ml, 4.36 mmol) was added dropwise to a solution of 1-(tert-butoxycarbonyl)piperidine-4-carboxylic acid (1.0 g, 4.36 mmol) in tetrahydrofuran (20 ml) at 0° C. After 1 hour, the mixture thus obtained was warmed up to room temperature. After another 6 hours, a saturated aqueous sodium hydrogencarbonate solution was added to the reaction mixture and the resulting mixture was poured into water (100 ml) and extracted with ethyl acetate (50 ml×2). The organic ... Reactants: ClC=1C=C(C=2N(N1)C(=CN2)C(=O)NC2=CC(=NC=C2)F)N(C2=NC=CC=C2)CC2=CC=C(C=C2)OC (6-chloro-N-(2-fluoropyridin-4-yl)-8-((4-methoxybenzyl)(pyridin-2-yl)amino)imidazo[1,2-b]pyridazine-3-carboxamide), [C@H]1(CC[C@H](CC1)N)N ((trans)-cyclohexane-1,4-diamine). Run in CN1CCCC1=O (NMP). The product is N[C@@H]1CC[C@H](CC1)NC=1C=C(C=2N(N1)C(=CN2)C(=O)NC2=CC(=NC=C2)F)N(C2=NC=CC=C2)CC2=CC=C(C=C2)OC (6-((trans)-4-aminocyclohexylamino)-N-(2-fluoropyridin-4-yl)-8-((4-methoxybenzyl)(pyridin-2-yl)amino)imidazo[1,2-b]pyridazine-3-carboxamide). RXN SMILES: Cl[C:2]1[CH:3]=[C:4]([N:21]([CH2:28][C:29]2[CH:34]=[CH:33][C:32]([O:35][CH3:36])=[CH:31][CH:30]=2)[C:22]2[CH:27]=[CH:26][CH:25]=[CH:24][N:23]=2)[C:5]2[N:6]([C:8]([C:11]([NH:13][C:14]3[CH:19]=[CH:18][N:17]=[C:16]([F:20])[CH:15]=3)=[O:12])=[CH:9][N:10]=2)[N:7]=1.[C@H:37]1([NH2:44])[CH2:42][CH2:41][C@H:40]([NH2:43])[CH2:39][CH2:38]1>CN1C(=O)CCC1>[NH2:43][C@H:40]1[CH2:41][CH2:42][C@H:37]([NH:44][C:2]2[CH:3]=[C:4]([N:21]([CH2:28][C:29]3[CH:34]=[CH:33][C:32]([O:35][CH3:36])=[CH:31][CH:30]=3)[C:22]3[CH:27]=[CH:26][CH:25]=[CH:24][N:23]=3)[C:5]3[N:6]([C:8]([C:11]([NH:13][C:14]4[CH:19]=[CH:18][N:17]=[C:16]([F:20])[CH:15]=4)=[O:12])=[CH:9][N:10]=3)[N:7]=2)[CH2:38][CH2:39]1. Procedure: A solution of 6-chloro-N-(2-fluoropyridin-4-yl)-8-((4-methoxybenzyl)(pyridin-2-yl)amino)imidazo[1,2-b]pyridazine-3-carboxamide (60 mg, 0.119 mmol) and (trans)-cyclohexane-1,4-diamine (136 mg, 1.191 mmol) in NMP (1 mL) was heated at 90° C. for 8 h and then cooled to room temperature. The crude reaction mixture was purified by preparative HPLC (Phenomenex Axia Luna 5 micron 30×100 mm) to obtain the pure product as a white solid, which was used without further purification.